From a dataset of the Open Reaction Database (ORD), a public repository of structured organic reaction records. describe an organic reaction: reactants, conditions, products, and yield Starting materials: FC(C(CN1C(C2=CC=CC=C2C1=O)=O)(C)OC)(F)F (2-(3,3,3-trifluoro-2-methoxy-2-methylpropyl)isoindoline-1,3-dione), NN (hydrazine). Product: FC(C(CN)(C)OC)(F)F (3,3,3-Trifluoro-2-methoxy-2-methylpropan-1-amine). Reaction SMILES: [F:1][C:2]([F:20])([F:19])[C:3]([O:17][CH3:18])([CH3:16])[CH2:4][N:5]1C(=O)C2C(=CC=CC=2)C1=O.NN>>[F:1][C:2]([F:20])([F:19])[C:3]([O:17][CH3:18])([CH3:16])[CH2:4][NH2:5]. Procedure: A mixture comprising 2-(3,3,3-trifluoro-2-methoxy-2-methylpropyl)isoindoline-1,3-dione (272 mg, 0.95 mmol) and hydrazine (0.033 ml, 1.045 mmol) was stirred at 75° C. for 4 hours. After cooling to RT, the mixture was filtered and the filtrate was concentrated in vacuo to afford the title product which was used without further purification (no characterisation data available). Reactants: CC(=O)[O-], CO, CCC1C(=O)c2[nH]ncc2C(CC)N1S(=O)(=O)c1ccc(Cl)cc1, Cl, NO, [Na+], O. Product: CCC1C(=NO)c2[nH]ncc2C(CC)N1S(=O)(=O)c1ccc(Cl)cc1. RXN SMILES: [C:25]([O-:26])(=[O:27])[CH3:28].[CH3:33][OH:34].[Cl:1][c:2]1[cH:3][cH:4][c:5]([S:8](=[O:9])(=[O:10])[N:11]2[CH:12]([CH2:23][CH3:24])[c:13]3[c:14]([nH:20][n:21][cH:22]3)[C:15](=[O:19])[CH:16]2[CH2:17][CH3:18])[cH:6][cH:7]1.[ClH:30].[NH2:31][OH:32].[Na+:29].[OH2:35]>>[Cl:1][c:2]1[cH:3][cH:4][c:5]([S:8](=[O:9])(=[O:10])[N:11]2[CH:12]([CH2:23][CH3:24])[c:13]3[c:14]([nH:20][n:21][cH:22]3)[C:15](=[N:31][OH:32])[CH:16]2[CH2:17][CH3:18])[cH:6][cH:7]1.